This data is from the Open Reaction Database (ORD), a public repository of structured organic reaction records. The task is: describe an organic reaction: reactants, conditions, products, and yield Starting materials: COC(C1=C(CC(C(=O)OC)=C(C1)NC1=CC=C(C=C1)Cl)NC1=CC=C(C=C1)Cl)=O (2,5-di(p-chloroanilino)-3,6-dihydroterephthalic acid dimethyl ester), [OH-].[K+] (KOH), [N+](=O)([O-])C=1C=C(C=CC1)S(=O)(=O)[O-].[Na+] (sodium m-nitrobenzenesulfonate), stainless steel. Run in C(C)O (ethanol), O (water), C(C)O (ethanol). Run at temperature 80 celsius, time 10 hour. The product is ClC1=CC=C(NC2=C(C(=O)O)C=C(C(=C2)C(=O)O)NC2=CC=C(C=C2)Cl)C=C1 (2,5-di(p-chloroanilino)terephthalic acid). As a reaction SMILES: C[O:2][C:3](=[O:30])[C:4]1[CH2:13][C:12]([NH:14][C:15]2[CH:20]=[CH:19][C:18]([Cl:21])=[CH:17][CH:16]=2)=[C:7]([C:8]([O:10]C)=[O:9])[CH2:6][C:5]=1[NH:22][C:23]1[CH:28]=[CH:27][C:26]([Cl:29])=[CH:25][CH:24]=1.[OH-].[K+].[N+](C1C=C(S([O-])(=O)=O)C=CC=1)([O-])=O.[Na+]>C(O)C.O>[Cl:21][C:18]1[CH:19]=[CH:20][C:15]([NH:14][C:12]2[CH:13]=[C:4]([C:3]([OH:30])=[O:2])[C:5]([NH:22][C:23]3[CH:28]=[CH:27][C:26]([Cl:29])=[CH:25][CH:24]=3)=[CH:6][C:7]=2[C:8]([OH:10])=[O:9])=[CH:16][CH:17]=1 |f:1.2,3.4|. Reported procedure: 8.9 Parts of 2,5-di(p-chloroanilino)-3,6-dihydroterephthalic acid dimethyl ester, 50 parts of ethanol, 5.37 parts of KOH, 24.35 parts of water and 6 parts of sodium m-nitrobenzenesulfonate were charged into a 200-ml flask of stainless steel, and refluxed with stirring for 10 hours. When the suspension changed to a black solution, ethanol was steam-distilled, and the reaction mixture was filtered to remove a solid. The remaining solution was heated up to 80° C. with stirring, and after 35 parts o... The reactants are CC(C)O, Nc1ccc(Cl)cc1F, Clc1ncnc2cc(OCCCN3CCOCC3)ccc12, Cl. The product is Cl, Fc1cc(Cl)ccc1Nc1ncnc2cc(OCCCN3CCOCC3)ccc12. RXN SMILES: [CH:32]([OH:33])([CH3:34])[CH3:35].[Cl:23][c:24]1[cH:25][c:26]([F:31])[c:27]([NH2:28])[cH:29][cH:30]1.[Cl:2][c:3]1[n:4][cH:5][n:6][c:7]2[cH:8][c:9]([O:13][CH2:14][CH2:15][CH2:16][N:17]3[CH2:18][CH2:19][O:20][CH2:21][CH2:22]3)[cH:10][cH:11][c:12]12.[ClH:1]>>[ClH:2].[c:3]1([NH:28][c:27]2[c:26]([F:31])[cH:25][c:24]([Cl:23])[cH:30][cH:29]2)[n:4][cH:5][n:6][c:7]2[cH:8][c:9]([O:13][CH2:14][CH2:15][CH2:16][N:17]3[CH2:18][CH2:19][O:20][CH2:21][CH2:22]3)[cH:10][cH:11][c:12]12. Product: Cc1oc2ccc(N)cc2c1C. Reaction SMILES: [CH3:15][OH:16].[CH3:1][c:2]1[o:3][c:4]2[c:5]([c:6]1[CH3:7])[cH:8][c:9]([N+:12]([O-:13])=[O:14])[cH:10][cH:11]2>>[CH3:1][c:2]1[o:3][c:4]2[c:5]([c:6]1[CH3:7])[cH:8][c:9]([NH2:12])[cH:10][cH:11]2. The reactants are CO, Cc1oc2ccc([N+](=O)[O-])cc2c1C. Starting materials: ClC=1C=CC(=C(CN2C3=C(NCC2)N=CC(=C3)C=3C=C(C(=O)O)C=CC3)C1)C(F)(F)F (3-{1-[5-chloro-2-(trifluoromethyl)benzyl]-1,2,3,4-tetrahydropyrido[2,3-b]pyrazin-7-yl}benzoic acid), FC(C=1C=C(CN)C=C(C1)C(F)(F)F)(F)F (3,5-bis(trifluoromethyl)benzylamine). The product is FC(C=1C=C(CNC(C2=CC(=CC=C2)C2=CC3=C(NCCN3CC3=C(C=CC(=C3)Cl)C(F)(F)F)N=C2)=O)C=C(C1)C(F)(F)F)(F)F (N-[3,5-Bis(trifluoromethyl)benzyl]-3-{1-[5-chloro-2-(trifluoromethyl)benzyl]-1,2,3,4-tetrahydropyrido[2,3-b]pyrazin-7-yl}benzamide). As a reaction SMILES: [Cl:1][C:2]1[CH:3]=[CH:4][C:5]([C:28]([F:31])([F:30])[F:29])=[C:6]([CH:27]=1)[CH2:7][N:8]1[CH2:13][CH2:12][NH:11][C:10]2[N:14]=[CH:15][C:16]([C:18]3[CH:19]=[C:20]([CH:24]=[CH:25][CH:26]=3)[C:21](O)=[O:22])=[CH:17][C:9]1=2.[F:32][C:33]([F:47])([F:46])[C:34]1[CH:35]=[C:36]([CH:39]=[C:40]([C:42]([F:45])([F:44])[F:43])[CH:41]=1)[CH2:37][NH2:38]>>[F:32][C:33]([F:46])([F:47])[C:34]1[CH:35]=[C:36]([CH:39]=[C:40]([C:42]([F:45])([F:43])[F:44])[CH:41]=1)[CH2:37][NH:38][C:21](=[O:22])[C:20]1[CH:24]=[CH:25][CH:26]=[C:18]([C:16]2[CH:15]=[N:14][C:10]3[NH:11][CH2:12][CH2:13][N:8]([CH2:7][C:6]4[CH:27]=[C:2]([Cl:1])[CH:3]=[CH:4][C:5]=4[C:28]([F:31])([F:30])[F:29])[C:9]=3[CH:17]=2)[CH:19]=1. Procedure details: 3-{1-[5-chloro-2-(trifluoromethyl)benzyl]-1,2,3,4-tetrahydropyrido[2,3-b]pyrazin-7-yl}benzoic acid was reacted with 3,5-bis(trifluoromethyl)benzylamine as in General Procedure 10 to give the title compound. LCMS: m/z=672.88 (M+H+); retention time=1.11 minutes. Reactants: CC(NC(=O)OCc1ccccc1)C(=O)N1CCCC1C(=O)O, CCN1CCOCC1, CC(C)COC(=O)Cl, Nc1ccccc1, C1CCOC1. Yields the product CC(NC(=O)OCc1ccccc1)C(=O)N1CCCC1C(=O)Nc1ccccc1. RXN SMILES: [CH2:1]([c:2]1[cH:3][cH:4][cH:5][cH:6][cH:7]1)[O:8][C:9](=[O:10])[NH:11][CH:12]([CH3:13])[C:14](=[O:15])[N:16]1[CH:17]([C:18](=[O:19])[OH:20])[CH2:21][CH2:22][CH2:23]1.[CH2:24]([N:25]1[CH2:26][CH2:27][O:28][CH2:29][CH2:30]1)[CH3:31].[Cl:32][C:33]([O:34][CH2:35][CH:36]([CH3:37])[CH3:38])=[O:39].[NH2:40][c:41]1[cH:42][cH:43][cH:44][cH:45][cH:46]1.[O:47]1[CH2:48][CH2:49][CH2:50][CH2:51]1>>[CH2:1]([c:2]1[cH:3][cH:4][cH:5][cH:6][cH:7]1)[O:8][C:9](=[O:10])[NH:11][CH:12]([CH3:13])[C:14](=[O:15])[N:16]1[CH:17]([C:18](=[O:20])[NH:40][c:41]2[cH:42][cH:43][cH:44][cH:45][cH:46]2)[CH2:21][CH2:22][CH2:23]1. Starting materials: F[B-](F)(F)F, O=C(O)c1ccc(Cl)s1, ClCCl, CC(C)(C)OC(=O)N1CC(N)C(O)C1, O, CN(C)C(On1nnc2ccccc21)=[N+](C)C. Product: CC(C)(C)OC(=O)N1CC(O)C(NC(=O)c2ccc(Cl)s2)C1. RXN SMILES: [B-:10]([F:11])([F:12])([F:13])[F:14].[Cl:1][c:2]1[cH:3][cH:4][c:5]([C:7](=[O:8])[OH:9])[s:6]1.[Cl:47][CH2:48][Cl:49].[NH2:32][CH:33]1[CH2:34][N:35]([C:39](=[O:40])[O:41][C:42]([CH3:43])([CH3:44])[CH3:45])[CH2:36][CH:37]1[OH:38].[OH2:46].[n:15]1([O:16][C:17]([N:18]([CH3:19])[CH3:20])=[N+:21]([CH3:22])[CH3:23])[c:24]2[cH:25][cH:26][cH:27][cH:28][c:29]2[n:30][n:31]1>>[Cl:1][c:2]1[cH:3][cH:4][c:5]([C:7](=[O:9])[NH:32][CH:33]2[CH2:34][N:35]([C:39](=[O:40])[O:41][C:42]([CH3:43])([CH3:44])[CH3:45])[CH2:36][CH:37]2[OH:38])[s:6]1.